This data is from the Open Reaction Database (ORD), a public repository of structured organic reaction records. The task is: describe an organic reaction: reactants, conditions, products, and yield Reactants: BrC=1C(=NC=2N(C1N(COCC[Si](C)(C)C)COCC[Si](C)(C)C)N=CC2C2C(NC1=CC=CC=C1C2=O)=O)N2CCSCC2 (6-bromo-5-thiomorpholinodioxo-3-(quinolin-3-yl)-N,N-bis((2-(trimethylsilyl)ethoxy)methyl)pyrazolo[1,5-a]pyrimidin-7-amine), [Sn](CCCC)(CCCC)(CCCC)C#N (Bu3SnCN). Reagents/catalysts: CC(C)([P](C(C)(C)C)([Pd][P](C(C)(C)C)(C(C)(C)C)C(C)(C)C)C(C)(C)C)C (Pd[P(t-Bu)3]2). Run in O1CCOCC1 (Dioxane). Conditions: temperature 100 celsius. The product is C[Si](CCOCN(C1=C(C(=NC=2N1N=CC2C2C(NC1=CC=CC=C1C2=O)=O)N2CCSCC2)C#N)COCC[Si](C)(C)C)(C)C (7-(bis((2-(trimethylsilyl)ethoxy)methyl)amino)-5-thiomorpholinodioxo-3-(quinolin-3-yl)pyrazolo[1,5-a]pyrimidine-6-carbonitrile). RXN SMILES: Br[C:2]1[C:3]([N:40]2[CH2:45][CH2:44][S:43][CH2:42][CH2:41]2)=[N:4][C:5]2[N:6]([N:25]=[CH:26][C:27]=2[CH:28]2[C:37](=[O:38])[C:36]3[C:31](=[CH:32][CH:33]=[CH:34][CH:35]=3)[NH:30][C:29]2=[O:39])[C:7]=1[N:8]([CH2:17][O:18][CH2:19][CH2:20][Si:21]([CH3:24])([CH3:23])[CH3:22])[CH2:9][O:10][CH2:11][CH2:12][Si:13]([CH3:16])([CH3:15])[CH3:14].[Sn]([C:59]#[N:60])(CCCC)(CCCC)CCCC>O1CCOCC1.CC(C)([P](C(C)(C)C)([Pd][P](C(C)(C)C)(C(C)(C)C)C(C)(C)C)C(C)(C)C)C>[CH3:14][Si:13]([CH3:16])([CH3:15])[CH2:12][CH2:11][O:10][CH2:9][N:8]([CH2:17][O:18][CH2:19][CH2:20][Si:21]([CH3:24])([CH3:23])[CH3:22])[C:7]1[N:6]2[N:25]=[CH:26][C:27]([CH:28]3[C:37](=[O:38])[C:36]4[C:31](=[CH:32][CH:33]=[CH:34][CH:35]=4)[NH:30][C:29]3=[O:39])=[C:5]2[N:4]=[C:3]([N:40]2[CH2:45][CH2:44][S:43][CH2:42][CH2:41]2)[C:2]=1[C:59]#[N:60] |^1:69,75|. Procedure: A degassed mixture of 6-bromo-5-thiomorpholinodioxo-3-(quinolin-3-yl)-N,N-bis((2-(trimethylsilyl)ethoxy)methyl)pyrazolo[1,5-a]pyrimidin-7-amine (35 mg, 0.051 mmoL), Bu3SnCN (32.3 mg, 0.10 mmoL), Pd[P(t-Bu)3]2 (5.2 mg, 0.010 mmoL) in Dioxane (3 mL) was heated at 100° C. overnight. The mixture was cooled to room temperature and the solvent was evaporated. Purification by column chromatography afforded 7-(bis((2-(trimethylsilyl)ethoxy)methyl)amino)-5-thiomorpholinodioxo-3-(quinolin-3-yl)pyrazolo[1,... The reactants are ClC(CC(=O)OCC)=O (ethyl 3-chloro-3-oxopropanoate), FC=1C=C(C=CC1OC1=NC=NN2C1=CC=C2)N (3-fluoro-4-(pyrrolo[2,1-f][1,2,4]triazin-4-yloxy)benzenamine), FC=1C=C(C=CC1OC1=NC=NN2C1=CC=C2)N (3-fluoro-4-(pyrrolo[2,1-f][1,2,4]triazin-4-yloxy)benzenamine), C(C)(C)N(CC)C(C)C (diisopropylethylamine). Run in C(Cl)Cl (methylene chloride). Run at temperature 0 celsius, time 1 hour. The product is FC=1C=C(C=CC1OC1=NC=NN2C1=CC=C2)NC(CC(=O)OCC)=O (Ethyl 3-(3-fluoro-4-(pyrrolo[2,1-f][1,2,4]triazin-4-yloxy)phenylamino)-3-oxopropanoate). As a reaction SMILES: [F:1][C:2]1[CH:3]=[C:4]([NH2:18])[CH:5]=[CH:6][C:7]=1[O:8][C:9]1[C:14]2=[CH:15][CH:16]=[CH:17][N:13]2[N:12]=[CH:11][N:10]=1.C(N(C(C)C)CC)(C)C.Cl[C:29](=[O:36])[CH2:30][C:31]([O:33][CH2:34][CH3:35])=[O:32]>C(Cl)Cl>[F:1][C:2]1[CH:3]=[C:4]([NH:18][C:29](=[O:36])[CH2:30][C:31]([O:33][CH2:34][CH3:35])=[O:32])[CH:5]=[CH:6][C:7]=1[O:8][C:9]1[C:14]2=[CH:15][CH:16]=[CH:17][N:13]2[N:12]=[CH:11][N:10]=1. Procedure details: To a solution of 3-fluoro-4-(pyrrolo[2,1-f][1,2,4]triazin-4-yloxy)benzenamine (112 mg, 0.459 mmol, Compound C of Example 22) in methylene chloride (4 mL) at 0° C. was added 96 μL (0.55 mmol) of diisopropylethylamine followed by 61 μL (0.48 mmol) of ethyl 3-chloro-3-oxopropanoate. The reaction was stirred at 0° C. for 1 h and was then quenched with 10 mL of saturate NaHCO3 solution. The aqueous layer was extracted with chloroform (3×15 mL). The combined organic extracts were dried over anhydrous ... Reactants: COC=1C=CC(=CC1)C2=COC=3C=C(C=CC3C2=O)O (Formononetine), C(=O)([O-])[O-].[K+].[K+] (K2CO3), C(C(C)(C)C)(=O)Cl (Pivaloyl chloride). Solvent: C(C)#N (acetonitrile). Conditions: time 20 minute. Product: COC1=CC=C(C=C1)C1=COC2=C(C1=O)C=CC(=C2)OC(C(C)(C)C)=O (2,2-dimethyl-propanoic acid 3-(4-methoxyphenyl)-4-oxo-4H-1-benzopyran-7-yl ester). Reaction SMILES: [CH3:1][O:2][C:3]1[CH:4]=[CH:5][C:6]([C:9]2[C:18](=[O:19])[C:17]3[CH:16]=[CH:15][C:14]([OH:20])=[CH:13][C:12]=3[O:11][CH:10]=2)=[CH:7][CH:8]=1.C([O-])([O-])=O.[K+].[K+].[C:27](Cl)(=[O:32])[C:28]([CH3:31])([CH3:30])[CH3:29]>C(#N)C>[CH3:1][O:2][C:3]1[CH:8]=[CH:7][C:6]([C:9]2[C:18](=[O:19])[C:17]3[CH:16]=[CH:15][C:14]([O:20][C:27](=[O:32])[C:28]([CH3:31])([CH3:30])[CH3:29])=[CH:13][C:12]=3[O:11][CH:10]=2)=[CH:5][CH:4]=1 |f:1.2.3|. Procedure: Formononetine (90 g; 335 mmol) was suspended in acetonitrile, K2CO3 was added and the mixture was stirred for about 20 minutes at r.t. Pivaloyl chloride (59.85 g; 496 mmol) was dropped into the mixture, then the reaction was stirred for further 15 minutes and quenched into water. The solid was filtered, washed with water, dissolved in CHCl3; the solution was dried and evaporated to dryness to obtain the title compound, which can be crystallised from hot toluene. 102 g of a white crystalline powd...